This data is from the Open Reaction Database (ORD), a public repository of structured organic reaction records. The task is: describe an organic reaction: reactants, conditions, products, and yield The reactants are ClC=1C=NC=C(C1Cl)Cl (3,4,5-trichloropyridine), CCN(C(C)C)C(C)C (DIEA), C(C)(C)(C)C1=CC=C(C=C1)S(=O)(=O)C1CCNCC1 (4-[(4-tert-butylphenyl)sulfonyl]piperidine). Run in O1CCOCC1 (1,4-dioxane). Product: C(C)(C)(C)C1=CC=C(C=C1)S(=O)(=O)C1CCN(CC1)C1=C(C=NC=C1Cl)Cl (4-{4-[(4-tert-butylphenyl)sulfonyl]piperidin-1-yl}-3,5-dichloropyridine). The yield is 10.4%. As a reaction SMILES: [C:1]([C:5]1[CH:10]=[CH:9][C:8]([S:11]([CH:14]2[CH2:19][CH2:18][NH:17][CH2:16][CH2:15]2)(=[O:13])=[O:12])=[CH:7][CH:6]=1)([CH3:4])([CH3:3])[CH3:2].[Cl:20][C:21]1[CH:22]=[N:23][CH:24]=[C:25]([Cl:28])[C:26]=1Cl.CCN(C(C)C)C(C)C>O1CCOCC1>[C:1]([C:5]1[CH:6]=[CH:7][C:8]([S:11]([CH:14]2[CH2:15][CH2:16][N:17]([C:26]3[C:25]([Cl:28])=[CH:24][N:23]=[CH:22][C:21]=3[Cl:20])[CH2:18][CH2:19]2)(=[O:13])=[O:12])=[CH:9][CH:10]=1)([CH3:4])([CH3:2])[CH3:3]. Reported procedure: Using the procedure from Example 7A, 4-[(4-tert-butylphenyl)sulfonyl]piperidine (100 mg, 0.36 mmol) was reacted with 3,4,5-trichloropyridine (134 mg, 0.72 mmol), DIEA (0.25 ml, 1.44) and 1,4-dioxane (0.3 ml) at 185° C. to afford the title compound (16 mg), a white solid, in 10% yield. The reactants are BrC=1C=C2C(=NC1)OC1=CC=C(C=C1C2(O)CC(C(=O)N)(F)F)OC (3-(3-bromo-5-hydroxy-7-methoxy-5H-chromeno[2,3-b]pyridin-5-yl)-2,2-difluoropropanamide), C(C)(=O)[O-].[NH4+] (ammonium acetate). Solvent: CC(C)O (2-propanol). Conditions: time 2.5 hour. The product is BrC=1C=C2C(=NC1)OC1=CC=C(C=C1C21NC(C(C1)(F)F)=O)OC (3-bromo-4′,4′-difluoro-7-methoxyspiro[chromeno[2,3-b]pyridine-5,2′-pyrrolidin]-5′-one). RXN SMILES: [Br:1][C:2]1[CH:3]=[C:4]2[C:15]([CH2:17][C:18]([F:23])([F:22])[C:19]([NH2:21])=[O:20])(O)[C:14]3[C:9](=[CH:10][CH:11]=[C:12]([O:24][CH3:25])[CH:13]=3)[O:8][C:5]2=[N:6][CH:7]=1.C([O-])(=O)C.[NH4+]>CC(O)C>[Br:1][C:2]1[CH:3]=[C:4]2[C:15]3([CH2:17][C:18]([F:23])([F:22])[C:19](=[O:20])[NH:21]3)[C:14]3[C:9](=[CH:10][CH:11]=[C:12]([O:24][CH3:25])[CH:13]=3)[O:8][C:5]2=[N:6][CH:7]=1 |f:1.2|. Reported procedure: 3-(3-bromo-5-hydroxy-7-methoxy-5H-chromeno[2,3-b]pyridin-5-yl)-2,2-difluoropropanamide (0.120 g, 0.289 mmol) was added to a saturated solution of ammonium acetate (2.228 g, 28.9 mmol) in 2-propanol (20 mL) and the mixture was heated to reflux. After 2.5 hours the reaction was allowed to cool to rt and the 2-propanol was removed in vacuo. The derived residue was partitioned between CH2Cl2 (50 mL) and water (50 mL). The layers were separated and the aqueous layer was extracted with CH2Cl2 (3×25 mL...